The task is: describe an organic reaction: reactants, conditions, products, and yield. This data is from the Open Reaction Database (ORD), a public repository of structured organic reaction records. The reactants are COC(=O)c1cc(Cl)cc([N+](=O)[O-])c1C, ClC(Cl)(Cl)Cl, O=C1CCC(=O)N1Br, O. Product: COC(=O)c1cc(Cl)cc([N+](=O)[O-])c1CBr. RXN SMILES: [Cl:1][c:2]1[cH:3][c:4]([N+:13](=[O:14])[O-:15])[c:5]([CH3:12])[c:6]([C:7](=[O:8])[O:9][CH3:10])[cH:11]1.[Cl:25][C:26]([Cl:27])([Cl:28])[Cl:29].[O:16]=[C:17]1[N:18]([Br:23])[C:19](=[O:20])[CH2:21][CH2:22]1.[OH2:24]>>[Cl:1][c:2]1[cH:3][c:4]([N+:13](=[O:14])[O-:15])[c:5]([CH2:12][Br:23])[c:6]([C:7](=[O:8])[O:9][CH3:10])[cH:11]1. Reactants: CCN(C(C)C)C(C)C, CC#CC1CN(S(=O)(=O)c2ccc(Cl)nc2)CCN1, OC(c1cnc(Cl)nc1)(C(F)(F)F)C(F)(F)F, C1COCCO1. The product is CC#CC1CN(S(=O)(=O)c2ccc(Cl)nc2)CCN1c1ncc(C(O)(C(F)(F)F)C(F)(F)F)cn1. Reaction SMILES: [CH:37]([N:38]([CH2:39][CH3:40])[CH:41]([CH3:42])[CH3:43])([CH3:44])[CH3:45].[Cl:18][c:19]1[cH:20][cH:21][c:22]([S:25](=[O:26])(=[O:27])[N:28]2[CH2:29][CH:30]([C:34]#[C:35][CH3:36])[NH:31][CH2:32][CH2:33]2)[cH:23][n:24]1.[Cl:1][c:2]1[n:3][cH:4][c:5]([C:8]([C:9]([F:10])([F:11])[F:12])([C:13]([F:14])([F:15])[F:16])[OH:17])[cH:6][n:7]1.[O:46]1[CH2:47][CH2:48][O:49][CH2:50][CH2:51]1>>[c:2]1([N:31]2[CH:30]([C:34]#[C:35][CH3:36])[CH2:29][N:28]([S:25]([c:22]3[cH:21][cH:20][c:19]([Cl:18])[n:24][cH:23]3)(=[O:26])=[O:27])[CH2:33][CH2:32]2)[n:3][cH:4][c:5]([C:8]([C:9]([F:10])([F:11])[F:12])([C:13]([F:14])([F:15])[F:16])[OH:17])[cH:6][n:7]1. The reactants are ClC=1C=C2C(=CNC2=CC1)C(=O)O (5-chloro-1H-indole-3-carboxylic acid), C(C)O (ethanol), S(O)(O)(=O)=O (sulfuric acid). The product is ClC=1C=C2C(=CNC2=CC1)C(=O)OCC (Ethyl 5-Chloro-1H-indole-3-carboxylate). Reaction SMILES: [Cl:1][C:2]1[CH:3]=[C:4]2[C:8](=[CH:9][CH:10]=1)[NH:7][CH:6]=[C:5]2[C:11]([OH:13])=[O:12].S(=O)(=O)(O)O.[CH2:19](O)[CH3:20]>>[Cl:1][C:2]1[CH:3]=[C:4]2[C:8](=[CH:9][CH:10]=1)[NH:7][CH:6]=[C:5]2[C:11]([O:13][CH2:19][CH3:20])=[O:12]. Reported procedure: To a suspension of 5.23 g (26.74 mmol) 5-chloro-1H-indole-3-carboxylic acid in 140 ml dry ethanol were added 10 ml concentrated sulfuric acid, and the mixture was heated with reflux for 16 h. It was concentrated under reduced pressure, and the residue was tretaed with ethanol/hexane to give the crystalline title ester, which was filtered and dried in vacuo.